Dataset: the Open Reaction Database (ORD), a public repository of structured organic reaction records. Task: describe an organic reaction: reactants, conditions, products, and yield The reactants are oil, Intermediate 20, IC1=CC=C(C(=O)Cl)C=C1 (4-iodobenzoyl chloride), C(CC)NCCC (dipropylamine). The product is C(CC)N(C(C1=CC=C(C=C1)I)=O)CCC (N,N-Dipropyl-4-iodobenzamide). RXN SMILES: [I:1][C:2]1[CH:10]=[CH:9][C:5]([C:6](Cl)=[O:7])=[CH:4][CH:3]=1.[CH2:11]([NH:14][CH2:15][CH2:16][CH3:17])[CH2:12][CH3:13]>>[CH2:11]([N:14]([CH2:15][CH2:16][CH3:17])[C:6](=[O:7])[C:5]1[CH:9]=[CH:10][C:2]([I:1])=[CH:3][CH:4]=1)[CH2:12][CH3:13]. Procedure: as an orange oil (11.51 g) t.l.c. (ER) Rf 0.48 was prepared from 4-iodobenzoyl chloride (10.0 g) and dipropylamine (4.10 g) according to the method of Intermediate 20. Reactants: CNC(C1=CC(=C(C=C1)I)[N+](=O)[O-])=O (N-methyl-4-iodo-3-nitrobenzamide), cuprous cyanide, CN(P(N(C)C)(N(C)C)=O)C (hexamethylphosphoric triamide). Run at temperature 100 celsius. Yields the product CNC(C1=CC(=C(C=C1)C#N)[N+](=O)[O-])=O (N-methyl-4-cyano-3-nitrobenzamide). Yield: 55.2%. RXN SMILES: [CH3:1][NH:2][C:3](=[O:14])[C:4]1[CH:9]=[CH:8][C:7](I)=[C:6]([N+:11]([O-:13])=[O:12])[CH:5]=1.[CH3:15][N:16](C)P(=O)(N(C)C)N(C)C>>[CH3:1][NH:2][C:3](=[O:14])[C:4]1[CH:9]=[CH:8][C:7]([C:15]#[N:16])=[C:6]([N+:11]([O-:13])=[O:12])[CH:5]=1. Procedure details: 2 g (6.53 mmol) N-methyl-4-iodo-3-nitrobenzamide (Compound VII-1), 0.09 g (10.0 mmol) cuprous cyanide and 10 ml hexamethylphosphoric triamide were added into a reaction flask. The mixture was heated to 100° C. and reacted for 40 minutes, and after completing the reaction, the mixture was cooled to room temperature, and then extracted with ethyl acetate. The organic layer was washed with water for three times, dried over anhydrous sodium sulfate, decolorized with activated charcoal, filtered, and...